This data is from the Open Reaction Database (ORD), a public repository of structured organic reaction records. The task is: describe an organic reaction: reactants, conditions, products, and yield Starting materials: N1C(=NC2=C1C=CC=C2)C2=NOC(=N2)C2=CC1=C(NC(C(N(C1)C1CC1)=O)CC(=O)OC)C=C2 (methyl 7-[3-(1H-benzimidazol-2-yl)-[1,2,4]oxadiazol-5-yl]-4-cyclopropyl-3-oxo-2,3,4,5-tetrahydro-1H-benzo[e][1,4]diazepine-2-acetate), O (water), [Li+].[OH-] (LiOH). Solvent: COCCOC (ethylene glycol dimethyl ether). Product: N1C(=NC2=C1C=CC=C2)C2=NOC(=N2)C2=CC1=C(NC(C(N(C1)C1CC1)=O)CC(=O)O)C=C2 (7-[3-(1H-Benzimidazol-2-yl)-[1,2,4]oxadiazol-5-yl]-4-cyclopropyl-3-oxo-2,3,4,5-tetrahydro-1H-benzo[e][1,4]diazepine-2-acetic acid). RXN SMILES: [NH:1]1[C:5]2[CH:6]=[CH:7][CH:8]=[CH:9][C:4]=2[N:3]=[C:2]1[C:10]1[N:14]=[C:13]([C:15]2[CH:34]=[CH:33][C:18]3[NH:19][CH:20]([CH2:28][C:29]([O:31]C)=[O:30])[C:21](=[O:27])[N:22]([CH:24]4[CH2:26][CH2:25]4)[CH2:23][C:17]=3[CH:16]=2)[O:12][N:11]=1.O.[Li+].[OH-]>COCCOC>[NH:3]1[C:4]2[CH:9]=[CH:8][CH:7]=[CH:6][C:5]=2[N:1]=[C:2]1[C:10]1[N:14]=[C:13]([C:15]2[CH:34]=[CH:33][C:18]3[NH:19][CH:20]([CH2:28][C:29]([OH:31])=[O:30])[C:21](=[O:27])[N:22]([CH:24]4[CH2:25][CH2:26]4)[CH2:23][C:17]=3[CH:16]=2)[O:12][N:11]=1 |f:2.3|. Reported procedure: 130 mg of methyl 7-[3-(1H-benzimidazol-2-yl)-[1,2,4]oxadiazol-5-yl]-4-cyclopropyl-3-oxo-2,3,4,5-tetrahydro-1H-benzo[e][1,4]diazepine-2-acetate are hydrolyzed in 4 ml of ethylene glycol dimethyl ether and 3 ml of water and also 90 mg of LiOH analogously to Preparation Example 2. 80 mg are obtained as a colorless solid. 1H NMR (400 MHz, DMSO): 0.59 (m, 1H), 0.77 (m, 1H), 2.58 (1 H, dd, J=5.2 Hz, 16.7 Hz) 2.75-2.85 (m, 2H), 2.96 (s, 3H), 4.09 (d, 1H, 16.9 Hz), 5.13 (m, 1H), 5.47 (d, 1H, 16.9 Hz), 6...